This data is from the Open Reaction Database (ORD), a public repository of structured organic reaction records. The task is: describe an organic reaction: reactants, conditions, products, and yield Solvent: CN(C)C=O (DMF). Procedure details: To a solution of the title compound of Example 5 Step A (0.32 mmol, 145 mg), the hydrochloride salt of 2-hydroxy β-alanine methyl ester (0.48 mmol, 74 mg), HOBt (0.8 mmol, 121 mg) and EDC (0.96 mmol, 183 mg) in 2 mL of DMF was added DIEA (1.6 mmol, 0.28 mL). After 3 h the reaction was partitioned into EtOAc/brine. The organic phase was dried with MgSO4 and concentrated under reduced pressure. The product was purified by flash chromatography on silica eluting with 1:25:74 MeOH/EtOAc/DCM, affordin... The product is C(C)(C)(C)C1CCC(CC1)N(C1=NC2=C(N1C)C=CC=C2)CC2=CC=C(C(=O)NC[C@H](C(=O)OC)O)C=C2 (Methyl (2R)-3-[(4-{[(4-tert-butylcyclohexyl)(1-methyl-1H-benzimidazol-2-yl)amino]-methyl}benzoyl)amino]-2-hydroxypropanoate). RXN SMILES: [C:1]([CH:5]1[CH2:10][CH2:9][CH:8]([N:11]([CH2:22][C:23]2[CH:31]=[CH:30][C:26]([C:27](O)=[O:28])=[CH:25][CH:24]=2)[C:12]2[N:16]([CH3:17])[C:15]3[CH:18]=[CH:19][CH:20]=[CH:21][C:14]=3[N:13]=2)[CH2:7][CH2:6]1)([CH3:4])([CH3:3])[CH3:2].[CH3:32][O:33][C:34](=[O:39])[CH:35]([OH:38])[CH2:36][NH2:37].C1C=CC2N(O)N=NC=2C=1.C(Cl)CCl.CCN(C(C)C)C(C)C>CN(C=O)C>[C:1]([CH:5]1[CH2:6][CH2:7][CH:8]([N:11]([CH2:22][C:23]2[CH:24]=[CH:25][C:26]([C:27]([NH:37][CH2:36][C@@H:35]([OH:38])[C:34]([O:33][CH3:32])=[O:39])=[O:28])=[CH:30][CH:31]=2)[C:12]2[N:16]([CH3:17])[C:15]3[CH:18]=[CH:19][CH:20]=[CH:21][C:14]=3[N:13]=2)[CH2:9][CH2:10]1)([CH3:4])([CH3:2])[CH3:3]. The reactants are C(C)(C)(C)C1CCC(CC1)N(C1=NC2=C(N1C)C=CC=C2)CC2=CC=C(C(=O)O)C=C2 (4-{[(4-tert-Butylcyclohexyl)(1-methyl-1H-benzimidazol-2-yl)amino]methyl}-benzoic acid), hydrochloride salt, COC(C(CN)O)=O (2-hydroxy β-alanine methyl ester), C=1C=CC2=C(C1)N=NN2O (HOBt), C(CCl)Cl (EDC), CCN(C(C)C)C(C)C (DIEA). Reactants: COc1ccc(CCNc2c([N+](=O)[O-])cnc3ccccc23)cc1, Cc1ccccc1, [H][H]. Product: COc1ccc(CCNc2c(N)cnc3ccccc23)cc1. RXN SMILES: [CH3:1][O:2][c:3]1[cH:4][cH:5][c:6]([CH2:9][CH2:10][NH:11][c:12]2[c:13]([N+:22]([O-:23])=[O:24])[cH:14][n:15][c:16]3[cH:17][cH:18][cH:19][cH:20][c:21]23)[cH:7][cH:8]1.[CH3:27][c:28]1[cH:29][cH:30][cH:31][cH:32][cH:33]1.[H:25][H:26]>>[CH3:1][O:2][c:3]1[cH:4][cH:5][c:6]([CH2:9][CH2:10][NH:11][c:12]2[c:13]([NH2:22])[cH:14][n:15][c:16]3[cH:17][cH:18][cH:19][cH:20][c:21]23)[cH:7][cH:8]1. Reactants: CC[O-], CCO, CI, CS(=O)c1c(C=NO)nn(-c2c(Cl)cc(C(F)(F)F)cc2Cl)c1N, [Na+]. Yields the product CON=Cc1nn(-c2c(Cl)cc(C(F)(F)F)cc2Cl)c(N)c1S(C)=O. Reaction SMILES: [CH3:26][CH2:27][O-:28].[CH3:31][CH2:32][OH:33].[I:29][CH3:30].[NH2:1][c:2]1[c:3]([S:22](=[O:23])[CH3:24])[c:4]([CH:19]=[N:20][OH:21])[n:5][n:6]1-[c:7]1[c:8]([Cl:18])[cH:9][c:10]([C:14]([F:15])([F:16])[F:17])[cH:11][c:12]1[Cl:13].[Na+:25]>>[NH2:1][c:2]1[c:3]([S:22](=[O:23])[CH3:24])[c:4]([CH:19]=[N:20][O:21][CH3:26])[n:5][n:6]1-[c:7]1[c:8]([Cl:18])[cH:9][c:10]([C:14]([F:15])([F:16])[F:17])[cH:11][c:12]1[Cl:13]. The reactants are CCOc1cc(CN)c(Br)cc1C(=O)NC, CCOC(C)=O, O=[N+]([O-])c1ccc(S(=O)(=O)Cl)cc1, O, c1ccncc1. The product is CCOc1cc(CNS(=O)(=O)c2ccc([N+](=O)[O-])cc2)c(Br)cc1C(=O)NC. As a reaction SMILES: [CH3:1][NH:2][C:3]([c:4]1[c:5]([O:13][CH2:14][CH3:15])[cH:6][c:7]([CH2:11][NH2:12])[c:8]([Br:10])[cH:9]1)=[O:16].[CH3:31][CH2:32][O:33][C:34](=[O:35])[CH3:36].[N+:17](=[O:18])([O-:19])[c:20]1[cH:21][cH:22][c:23]([S:26](=[O:27])(=[O:28])[Cl:29])[cH:24][cH:25]1.[OH2:30].[cH:37]1[cH:38][cH:39][n:40][cH:41][cH:42]1>>[CH3:1][NH:2][C:3]([c:4]1[c:5]([O:13][CH2:14][CH3:15])[cH:6][c:7]([CH2:11][NH:12][S:26]([c:23]2[cH:22][cH:21][c:20]([N+:17](=[O:18])[O-:19])[cH:25][cH:24]2)(=[O:27])=[O:28])[c:8]([Br:10])[cH:9]1)=[O:16]. Reactants: ClC=1C=C(C=CC1S(=O)(=O)C)\C(\C(=O)O)=N/OC1CCCC1 ((E)-(3-Chloro-4-methanesulfonyl-phenyl)-cyclopentyloxyimino-acetic acid), O-(7-Azabenzotriazole-1-yl)-N,N,N′N′-tetramethyluronium hexafluorophosphate, NC1=NN(C=C1)CC=1C=C(C=CC1)NC(C)=O (N-[3-(3-amino-pyrazol-1-ylmethyl)-phenyl]-acetamide), C(C)(C)N(C(C)C)CC (N,N-diisopropylethylamine). Solvent: C(Cl)Cl (methylene chloride). Yields the product C(C)(=O)NC=1C=C(CN2N=C(C=C2)NC(/C(=N/OC2CCCC2)/C2=CC(=C(C=C2)S(=O)(=O)C)Cl)=O)C=CC1 ((E)-N-[1-(3-acetylamino-benzyl)-1H-pyrazol-3-yl]-2-(3-chloro-4-methanesulfonyl-phenyl)-2-cyclopentyloxyimino-acetamide). Isolated yield 41.4%. As a reaction SMILES: [Cl:1][C:2]1[CH:3]=[C:4](/[C:12](=[N:16]\[O:17][CH:18]2[CH2:22][CH2:21][CH2:20][CH2:19]2)/[C:13]([OH:15])=O)[CH:5]=[CH:6][C:7]=1[S:8]([CH3:11])(=[O:10])=[O:9].[NH2:23][C:24]1[CH:28]=[CH:27][N:26]([CH2:29][C:30]2[CH:31]=[C:32]([NH:36][C:37](=[O:39])[CH3:38])[CH:33]=[CH:34][CH:35]=2)[N:25]=1.C(N(CC)C(C)C)(C)C>C(Cl)Cl>[C:37]([NH:36][C:32]1[CH:31]=[C:30]([CH:35]=[CH:34][CH:33]=1)[CH2:29][N:26]1[CH:27]=[CH:28][C:24]([NH:23][C:13](=[O:15])/[C:12](/[C:4]2[CH:5]=[CH:6][C:7]([S:8]([CH3:11])(=[O:9])=[O:10])=[C:2]([Cl:1])[CH:3]=2)=[N:16]/[O:17][CH:18]2[CH2:22][CH2:21][CH2:20][CH2:19]2)=[N:25]1)(=[O:39])[CH3:38]. Reported procedure: (E)-(3-Chloro-4-methanesulfonyl-phenyl)-cyclopentyloxyimino-acetic acid (prepared as in Example 1, 100 mg, 0.29 mmol), N-[3-(3-amino-pyrazol-1-ylmethyl)-phenyl]-acetamide (67 mg, 0.29 mmol) and N,N-diisopropylethylamine (151 μL, 0.87 mmol) were combined in methylene chloride (1.5 mL) and cooled in an ice bath. O-(7-Azabenzotriazole-1-yl)-N,N,N′N′-tetramethyluronium hexafluorophosphate (110 mg, 0.29 mmol) was added and the ice bath was removed. The residue was treated with saturated aqueous sodiu...